This data is from the Open Reaction Database (ORD), a public repository of structured organic reaction records. The task is: describe an organic reaction: reactants, conditions, products, and yield Starting materials: C(CC)N1C(=C(C2=CC=CC=C12)C(C(=O)O)CC(=O)C1=C(N(C2=CC=CC=C12)CCC)C)C (2,4-bis(1-n-propyl-2-methyl-3-indolyl)-4-oxobutanoic acid), [OH-].N (ammonia hydroxide), C1=CC=CC=C1 (benzene), C(C)N1C(=CC2=CC=CC=C12)C (1-ethyl-2-methylindole), C(C)(=O)OC(C)=O (acetic anhydride). Run in C(C)(=O)O (acetic acid). Product: C(CC)N1C(=C(C2=CC=CC=C12)C=1C(OC(C1)(C1=C(N(C2=CC=CC=C12)CC)C)C1=C(N(C2=CC=CC=C12)CCC)C)=O)C (3,5-bis-(1-n-propyl-2-methyl-3-indolyl)-5-(1-ethyl-2-methyl-3-indolyl)-2(5H)-furanone). Reaction SMILES: C(N1[C:12]2[C:7](=[CH:8][CH:9]=[CH:10][CH:11]=2)[C:6]([CH:13]([CH2:17][C:18]([C:20]2[C:28]3[C:23](=[CH:24][CH:25]=[CH:26][CH:27]=3)[N:22]([CH2:29][CH2:30][CH3:31])[C:21]=2[CH3:32])=O)[C:14](O)=[O:15])=[C:5]1[CH3:33])CC.[CH2:34]([N:36]1[C:44]2[C:39](=[CH:40][CH:41]=[CH:42][CH:43]=2)[CH:38]=[C:37]1[CH3:45])[CH3:35].C(OC(=O)C)(=O)C.[OH-:53].[NH3:54].[CH:55]1[CH:60]=CC=C[CH:56]=1>C(O)(=O)C>[CH2:56]([N:54]1[C:12]2[C:7](=[CH:8][CH:9]=[CH:10][CH:11]=2)[C:6]([C:13]2[C:14](=[O:15])[O:53][C:18]([C:20]3[C:28]4[C:23](=[CH:24][CH:25]=[CH:26][CH:27]=4)[N:22]([CH2:29][CH2:30][CH3:31])[C:21]=3[CH3:32])([C:38]3[C:39]4[C:44](=[CH:43][CH:42]=[CH:41][CH:40]=4)[N:36]([CH2:34][CH3:35])[C:37]=3[CH3:45])[CH:17]=2)=[C:5]1[CH3:33])[CH2:55][CH3:60] |f:3.4|. Procedure: A stirred mixture of 7.0 g (0.0157 mole) of the 2,4-bis(1-n-propyl-2-methyl-3-indolyl)-4-oxobutanoic acid prepared as described in A above, 2.7 g (0.017 mole) of 1-ethyl-2-methylindole, 100 ml of acetic anhydride and 1.0 ml of glacial acetic acid was aerated by bubbling air through the mixture for approximately eight hours at a temperature in the range of 48°-52° C. The solid that formed was collected by filtration. A second crop of product was obtained by drowning the filtrate in a stirred mixt... Reaction SMILES: [Br:10][N:11]1[C:12](=[O:13])[CH2:14][CH2:15][C:16]1=[O:17].[CH3:1][c:2]1[cH:3][c:4]([CH3:5])[cH:6][c:7]([OH:8])[cH:9]1.[S:18]=[C:19]=[S:20]>>[CH3:1][c:2]1[cH:3][c:4]([CH3:5])[c:6]([Br:10])[c:7]([OH:8])[cH:9]1. Product: Cc1cc(C)c(Br)c(O)c1. Starting materials: O=C1CCC(=O)N1Br, Cc1cc(C)cc(O)c1, S=C=S. The reactants are C(C)OC1OC(CC1NC(=O)CN1CCS(CC(C1=O)NC(C1=CC=CC=C1)=O)(=O)=O)=O (N-{4-[(2-ethoxy-5-oxo-tetrahydro-furan-3-ylcarbamoyl)-methyl]-1,1,5-trioxo-1λ6-[1,4]thiazepan-6-yl}-benzamide), FC(C(=O)O)(F)F (trifluoroacetic acid). Solvent: C(C)#N.O (acetonitrile water). Reaction conditions: time 3 hour. The product is OC1OC(CC1NC(=O)CN1CCS(CC(C1=O)NC(C1=CC=CC=C1)=O)(=O)=O)=O (N-{4-[(2-hydroxy-5-oxo-tetrahydro-furan-3-ylcarbamoyl)-methyl]-1,1,5-trioxo-1λ6-[1,4]thiazepan-6-yl}-benzamide). RXN SMILES: C([O:3][CH:4]1[CH:8]([NH:9][C:10]([CH2:12][N:13]2[C:19](=[O:20])[CH:18]([NH:21][C:22](=[O:29])[C:23]3[CH:28]=[CH:27][CH:26]=[CH:25][CH:24]=3)[CH2:17][S:16](=[O:31])(=[O:30])[CH2:15][CH2:14]2)=[O:11])[CH2:7][C:6](=[O:32])[O:5]1)C.FC(F)(F)C(O)=O>C(#N)C.O>[OH:3][CH:4]1[CH:8]([NH:9][C:10]([CH2:12][N:13]2[C:19](=[O:20])[CH:18]([NH:21][C:22](=[O:29])[C:23]3[CH:28]=[CH:27][CH:26]=[CH:25][CH:24]=3)[CH2:17][S:16](=[O:31])(=[O:30])[CH2:15][CH2:14]2)=[O:11])[CH2:7][C:6](=[O:32])[O:5]1 |f:2.3|. Procedure: A solution of N-{4-[(2-ethoxy-5-oxo-tetrahydro-furan-3-ylcarbamoyl)-methyl]-1,1,5-trioxo-1λ6-[1,4]thiazepan-6-yl}-benzamide, 45, (0.03 g, 0.05 mmol) in acetonitrile/water is treated with trifluoroacetic acid. After stirring for 3 hours the solution is concentrated in vacuo and the crude product purified by preparative reverse phase HPLC to afford 0.02 g (77% -yield) of the desired product as a white solid.) 1H NMR (CD3OD): δ 7.90 (m, 2H), 7.62–7.46 (m, 3H), 5.46 (d, J=10.5 Hz, 1H), 4.61 (m, 1H),... Reactants: C1CCOC1, CCO, CCOC(C)=O, [Na+], [OH-], O, O, Cl[Sn]Cl, O=[N+]([O-])c1ccc2nc(NCCc3cnc[nH]3)sc2c1. Product: Nc1ccc2nc(NCCc3cnc[nH]3)sc2c1. RXN SMILES: [CH2:31]1[O:32][CH2:33][CH2:34][CH2:35]1.[CH3:28][CH2:29][OH:30].[CH3:36][CH2:37][O:38][C:39](=[O:40])[CH3:41].[Na+:27].[OH-:26].[OH2:21].[OH2:22].[Sn:23]([Cl:24])[Cl:25].[n:1]1[cH:2][nH:3][c:4]([CH2:6][CH2:7][NH:8][c:9]2[s:10][c:11]3[c:12]([n:13]2)[cH:14][cH:15][c:16]([N+:18]([O-:19])=[O:20])[cH:17]3)[cH:5]1>>[n:1]1[cH:2][nH:3][c:4]([CH2:6][CH2:7][NH:8][c:9]2[s:10][c:11]3[c:12]([n:13]2)[cH:14][cH:15][c:16]([NH2:18])[cH:17]3)[cH:5]1.